From a dataset of the Open Reaction Database (ORD), a public repository of structured organic reaction records. describe an organic reaction: reactants, conditions, products, and yield The reactants are COC(=O)c1cccc(N=C=O)c1, N, C1COCCO1. Product: COC(=O)c1cccc(NC(N)=O)c1. RXN SMILES: [CH3:1][O:2][C:3]([c:4]1[cH:5][c:6]([N:10]=[C:11]=[O:12])[cH:7][cH:8][cH:9]1)=[O:13].[NH3:14].[O:15]1[CH2:16][CH2:17][O:18][CH2:19][CH2:20]1>>[CH3:1][O:2][C:3]([c:4]1[cH:5][c:6]([NH:10][C:11](=[O:12])[NH2:14])[cH:7][cH:8][cH:9]1)=[O:13]. The reactants are [Al+3], [H-], [H-], [H-], [H-], [Li+], [Na+], C1CCOC1, [OH-], O, O=C1COC(CCc2ccccc2)CN1. Product: c1ccc(CCC2CNCCO2)cc1. As a reaction SMILES: [Al+3:17].[H-:16].[H-:19].[H-:20].[H-:21].[Li+:18].[Na+:24].[O:25]1[CH2:26][CH2:27][CH2:28][CH2:29]1.[OH-:23].[OH2:22].[c:1]1([CH2:7][CH2:8][CH:9]2[O:10][CH2:11][C:12](=[O:15])[NH:13][CH2:14]2)[cH:2][cH:3][cH:4][cH:5][cH:6]1>>[c:1]1([CH2:7][CH2:8][CH:9]2[O:10][CH2:11][CH2:12][NH:13][CH2:14]2)[cH:2][cH:3][cH:4][cH:5][cH:6]1.